The task is: describe an organic reaction: reactants, conditions, products, and yield. This data is from the Open Reaction Database (ORD), a public repository of structured organic reaction records. Reactants: FC1=C(C=CC(=C1NCC1=CC(=CC=C1)C1=CC(=CC=C1)F)F)O (2,4-difluoro-3-[[3-(3-fluorophenyl)phenyl]methylamino]phenol), C(=O)([O-])[O-].[Cs+].[Cs+] (Cs2CO3), BrCC(=O)OCC (ethyl bromoacetate). The solvent is CC(=O)C (acetone). Reaction conditions: time 40 minute. Yields the product FC1=C(OCC(=O)OCC)C=CC(=C1NCC1=CC(=CC=C1)C1=CC(=CC=C1)F)F (Ethyl 2-[2,4-difluoro-3-[[3-(3-fluorophenyl)phenyl]methylamino]phenoxy]acetate). Yield: 85.5%. As a reaction SMILES: [F:1][C:2]1[C:7]([NH:8][CH2:9][C:10]2[CH:15]=[CH:14][CH:13]=[C:12]([C:16]3[CH:21]=[CH:20][CH:19]=[C:18]([F:22])[CH:17]=3)[CH:11]=2)=[C:6]([F:23])[CH:5]=[CH:4][C:3]=1[OH:24].C([O-])([O-])=O.[Cs+].[Cs+].Br[CH2:32][C:33]([O:35][CH2:36][CH3:37])=[O:34]>CC(C)=O>[F:1][C:2]1[C:7]([NH:8][CH2:9][C:10]2[CH:15]=[CH:14][CH:13]=[C:12]([C:16]3[CH:21]=[CH:20][CH:19]=[C:18]([F:22])[CH:17]=3)[CH:11]=2)=[C:6]([F:23])[CH:5]=[CH:4][C:3]=1[O:24][CH2:32][C:33]([O:35][CH2:36][CH3:37])=[O:34] |f:1.2.3|. Procedure: To a stirred solution of 2,4-difluoro-3-[[3-(3-fluorophenyl)phenyl]methylamino]phenol (250 mg, 0.76 mmol, 1.0 eq) in acetone (3 mL) was added Cs2CO3 (297 mg, 0.912 mmol, 1.2 eq). The resulting mixture was stirred for 40 min at room temperature then ethyl bromoacetate (139.4 mg, 0.84 mmol, 1.1 eq) was added. The resulting mixture was stirred overnight then partitioned against water and extracted with EtOAc. The combined organic extracts were washed with water and brine, dried (Na2SO4) and evapora... Starting materials: C1=CC=CC=2C1=C1N=C3C(=CC=CC3=NC1=CC2)C(=O)O (benzo[a]phenazine-11-carboxylic acid), C1=CC=CC=2C1=C1N=C3C=CC=C(C3=NC1=CC2)C(=O)O (benzo[a]phenazine-8-carboxylic acid). Solvent: CO (methanol), C(C)(=O)Cl (acetyl chloride). The product is COC(=O)C1=CC=CC2=NC3=CC=C4C(=C3N=C12)C=CC=C4 (Benzo[a]phenazine-11-carboxylic acid methyl ester). As a reaction SMILES: [CH:1]1[C:6]2=[C:7]3[C:16](=[CH:17][CH:18]=[C:5]2[CH:4]=[CH:3][CH:2]=1)[N:15]=[C:14]1[C:9]([C:10]([C:19]([OH:21])=[O:20])=[CH:11][CH:12]=[CH:13]1)=[N:8]3.[CH:22]1C2=C3C(=CC=C2C=CC=1)N=C1C(C=CC=C1C(O)=O)=N3>CO.C(Cl)(=O)C>[CH3:22][O:20][C:19]([C:10]1[C:9]2[C:14](=[N:15][C:16]3[C:7]([N:8]=2)=[C:6]2[CH:1]=[CH:2][CH:3]=[CH:4][C:5]2=[CH:18][CH:17]=3)[CH:13]=[CH:12][CH:11]=1)=[O:21]. Procedure details: The mixture of benzo[a]phenazine-11-carboxylic acid (II.20) and benzo[a]phenazine-8-carboxylic acid (885 mg), prepared as described in Reference Example 1L above, was heated to reflux in a mixture of methanol (40 mL) and acetyl chloride (920 μL) for 90 minutes. The reaction mixture was then cooled slowly to yield the title compound as a single isomer which was collected by filtration (377 mg). Reactants: [H-].C(C(C)C)[Al+]CC(C)C (diisobutylaluminum hydride), F\C(\C(=O)OCC)=C\CCO[Si](C)(C)C(C)(C)C (ethyl (E)-2-fluoro-5-(tertbutyldimethylsilyloxy)-2-pentenoate), Cl (hydrochloric acid). Run in CCCCCC (hexane). Run at temperature -78 celsius, time 1 hour. The product is FC(C=O)=CCCO[Si](C)(C)C(C)(C)C (2-fluoro-5-(tert-butyldimethylsilyloxy)-2-pentenal). Reaction SMILES: [F:1]/[C:2](=[CH:8]/[CH2:9][CH2:10][O:11][Si:12]([C:15]([CH3:18])([CH3:17])[CH3:16])([CH3:14])[CH3:13])/[C:3](OCC)=[O:4].[H-].C([Al+]CC(C)C)C(C)C.Cl>CCCCCC>[F:1][C:2](=[CH:8][CH2:9][CH2:10][O:11][Si:12]([C:15]([CH3:18])([CH3:17])[CH3:16])([CH3:13])[CH3:14])[CH:3]=[O:4] |f:1.2|. Procedure: 6.91 Grams of ethyl (E)-2-fluoro-5-(tertbutyldimethylsilyloxy)-2-pentenoate was dissolved in 50 ml of hexane under a nitrogen atmosphere. The resulting solution was cooled to -78° C. in a dry ice-acetone bath, and 26 ml of diisobutylaluminum hydride (as 1.0 M hexane solution) was added dropwise. After additon, the solution was stirred at -78° C. for 1 hour. The reaction solution was poured into cooled 5% hydrochloric acid, and after separating the hexane layer, the aqueous layer was extracted tw... Starting materials: COC(=O)C=1C(=CC=C(C1)C(N)=S)C1=C(C=CC=C1)[N+](=O)[O-] (2′-nitro-4-thiocarbamoyl-biphenyl-2-carboxylic acid methyl ester), COC(=O)C=1C(=CC=C(C1)C(N)=S)C1=C(C=CC=C1)[N+](=O)[O-] (2′-nitro-4-thiocarbamoyl-biphenyl-2-carboxylic acid methyl ester), FC1=C(C(CBr)=O)C=CC=C1 (2-fluorophenacyl bromide). Run in O (water). The product is FC1=C(C=CC=C1)C=1N=C(SC1)C=1C=C(C(=CC1)C1=C(C=CC=C1)[N+](=O)[O-])C(=O)O (4-[4-(2-Fluoro-phenyl)-thiazol-2-yl]-2′-nitro-biphenyl-2-carboxylic acid). Yield: 18.0%. Reaction SMILES: C[O:2][C:3]([C:5]1[C:6]([C:14]2[CH:19]=[CH:18][CH:17]=[CH:16][C:15]=2[N+:20]([O-:22])=[O:21])=[CH:7][CH:8]=[C:9]([C:11](=[S:13])[NH2:12])[CH:10]=1)=[O:4].[F:23][C:24]1[CH:33]=[CH:32][CH:31]=[CH:30][C:25]=1[C:26](=O)[CH2:27]Br>O>[F:23][C:24]1[CH:33]=[CH:32][CH:31]=[CH:30][C:25]=1[C:26]1[N:12]=[C:11]([C:9]2[CH:10]=[C:5]([C:3]([OH:2])=[O:4])[C:6]([C:14]3[CH:19]=[CH:18][CH:17]=[CH:16][C:15]=3[N+:20]([O-:22])=[O:21])=[CH:7][CH:8]=2)[S:13][CH:27]=1. Reported procedure: 4-[4-(2-Fluoro-phenyl)-thiazol-2-yl]-2′-nitro-biphenyl-2-carboxylic acid (46 mg, 18%) was prepared from 2′-nitro-4-thiocarbamoyl-biphenyl-2-carboxylic acid methyl ester (which may be prepared as described for Intermediate 4) and 2-fluorophenacyl bromide (available from Matrix Scientific) using the procedure described for the preparation of Example 18 except that the entire 4 mL of water was added at the beginning of the hydrolysis step rather than being added in two portions. 1H NMR (300 MHz, DM... Starting materials: N1C=NC=C1 (imidazole), CC(C)([O-])C.[K+] (potassium tert-butoxide), BrC=1C=C(C=CC1CBr)C=CC(=O)OCC (ethyl 3-(3-bromo-4-bromomethylphenyl)prop-2-enoate), C1COCCOCCOCCOCCOCCO1 (18-crown-6). Run in CCOCC (ether), O (Water). Run at time 72 hour. The product is BrC=1C=C(C=CC1CN1C=NC=C1)C=CC(=O)OCC (ethyl 3-[3-bromo-4-(imidazol-1-ylmethyl)phenyl]prop-2-enoate). RXN SMILES: [NH:1]1[CH:5]=[CH:4][N:3]=[CH:2]1.CC(C)([O-])C.[K+].[Br:12][C:13]1[CH:14]=[C:15]([CH:21]=[CH:22][C:23]([O:25][CH2:26][CH3:27])=[O:24])[CH:16]=[CH:17][C:18]=1[CH2:19]Br.C1OCCOCCOCCOCCOCCOC1>CCOCC.O>[Br:12][C:13]1[CH:14]=[C:15]([CH:21]=[CH:22][C:23]([O:25][CH2:26][CH3:27])=[O:24])[CH:16]=[CH:17][C:18]=1[CH2:19][N:1]1[CH:5]=[CH:4][N:3]=[CH:2]1 |f:1.2|. Procedure details: A mixture of imidazole (0.25 g, 3.67 mmol), potassium tert-butoxide (0.42 g, 3.75 mmol), ethyl 3-(3-bromo-4-bromomethylphenyl)prop-2-enoate (1.29 g, 3.7 mmol) and 18-crown-6 (0.1 g) in dry ether was stirred at room temperature for 72 h. Water (5 ml) was then added, and the aqueous layer was extracted with ether (3×50 ml). The ether solutions were combined, dried (MgSO4) and then concentrated to afford a pale yellow oil. The oil was `flash` chromatographed using chloroform/methanol 9:1 as eluant.... Starting materials: COC1=CC=2C3=CC(=C(C=C3C3=CC(=C(C=C3C2C=C1OC)OC)OC)OC)OC (2,3,6,7,10,11-hexamethoxytriphenylene), I (hydroiodic acid). Run in C(C)(=O)O (acetic acid). The product is O.OC1=CC=2C3=CC(=C(C=C3C3=CC(=C(C=C3C2C=C1O)O)O)O)O (2,3,6,7,10,11-hexahydroxytriphenylene monohydrate). The yield is 171.1%. Reaction SMILES: C[O:2][C:3]1[C:20]([O:21]C)=[CH:19][C:18]2[C:17]3[C:12](=[CH:13][C:14]([O:25]C)=[C:15]([O:23]C)[CH:16]=3)[C:11]3[C:6](=[CH:7][C:8]([O:29]C)=[C:9]([O:27]C)[CH:10]=3)[C:5]=2[CH:4]=1.I>C(O)(=O)C>[OH2:2].[OH:2][C:3]1[C:20]([OH:21])=[CH:19][C:18]2[C:17]3[C:12](=[CH:13][C:14]([OH:25])=[C:15]([OH:23])[CH:16]=3)[C:11]3[C:6](=[CH:7][C:8]([OH:29])=[C:9]([OH:27])[CH:10]=3)[C:5]=2[CH:4]=1 |f:3.4|. Procedure details: Subsequently, to the obtained 2,3,6,7,10,11-hexamethoxytriphenylene (28.2 g, 0.069 moles), 57% hydroiodic acid (235.3 g, 1.05 moles) and acetic acid (145 mL) were added, and the solution was refluxed for 2 hours. After completion of the reaction, the solution was cooled down to room temperature, and the precipitated crystal was collected by filtration. The crystal collected by filtration was dried under reduced pressure to give gray type B crystal of 2,3,6,7,10,11-hexahydroxytriphenylene monohyd... The reactants are C1(CCC1)N1CCN(CC1)C(=O)C=1C=C2C=C(NC2=CC1)C(=O)N1CCC(CC1)(F)F ([5-(4-Cyclobutyl-piperazine-1-carbonyl)-1H-indol-2-yl]-(4,4-difluoro-piperidin-1-yl)-methanone), FC=1C=C(C=C(C1)F)B(O)O (3,5-difluorophenylboronic acid), N1=CC=CC=C1 (pyridine). Reagents/catalysts: C(C)(=O)[O-].[Cu+2].C(C)(=O)[O-] (copper(II) acetate). The solvent is ClCCl (dichloromethane). The product is C1(CCC1)N1CCN(CC1)C(=O)C=1C=C2C=C(N(C2=CC1)C1=CC(=CC(=C1)F)F)C(=O)N1CCC(CC1)(F)F ([5-(4-Cyclobutyl-piperazine-1-carbonyl)-1-(3,5-difluoro-phenyl)-1H-indol-2-yl]-(4,4-difluoro-piperidin-1-yl)-methanone). Yield: 69.0%. Reaction SMILES: [CH:1]1([N:5]2[CH2:10][CH2:9][N:8]([C:11]([C:13]3[CH:14]=[C:15]4[C:19](=[CH:20][CH:21]=3)[NH:18][C:17]([C:22]([N:24]3[CH2:29][CH2:28][C:27]([F:31])([F:30])[CH2:26][CH2:25]3)=[O:23])=[CH:16]4)=[O:12])[CH2:7][CH2:6]2)[CH2:4][CH2:3][CH2:2]1.[F:32][C:33]1[CH:34]=[C:35](B(O)O)[CH:36]=[C:37]([F:39])[CH:38]=1.N1C=CC=CC=1>ClCCl.C([O-])(=O)C.[Cu+2].C([O-])(=O)C>[CH:1]1([N:5]2[CH2:6][CH2:7][N:8]([C:11]([C:13]3[CH:14]=[C:15]4[C:19](=[CH:20][CH:21]=3)[N:18]([C:35]3[CH:34]=[C:33]([F:32])[CH:38]=[C:37]([F:39])[CH:36]=3)[C:17]([C:22]([N:24]3[CH2:25][CH2:26][C:27]([F:30])([F:31])[CH2:28][CH2:29]3)=[O:23])=[CH:16]4)=[O:12])[CH2:9][CH2:10]2)[CH2:2][CH2:3][CH2:4]1 |f:4.5.6|. Procedure: The title compound was synthesized in analogy to example 66, from [5-(4-cyclobutyl-piperazine-1-carbonyl)-1H-indol-2-yl]-(4,4-difluoro-piperidin-1-yl)-methanone (example 41), 3,5-difluorophenylboronic acid, copper(II) acetate and pyridine in dichloromethane, to give the desired product as a colorless foam (69%). As a reaction SMILES: [BH4-:18].[Br:1][c:2]1[cH:3][c:4]([CH:8]([C:9](=[O:10])[O:11][CH3:12])[CH2:13][CH2:14][N+:15]([O-:16])=[O:17])[cH:5][cH:6][cH:7]1.[CH3:20][OH:21].[Na+:19]>>[Br:1][c:2]1[cH:3][c:4]([CH:8]([C:9](=[O:10])[O:11][CH3:12])[CH2:13][CH2:14][NH2:15])[cH:5][cH:6][cH:7]1. Yields the product COC(=O)C(CCN)c1cccc(Br)c1. The reactants are [BH4-], COC(=O)C(CC[N+](=O)[O-])c1cccc(Br)c1, CO, [Na+].